This data is from the Open Reaction Database (ORD), a public repository of structured organic reaction records. The task is: describe an organic reaction: reactants, conditions, products, and yield Reactants: C1(=C(C=CC=C1)P(C1=C(C=CC=C1)C)C1=C(C=CC=C1)C)C (tri-o-tolylphosphine), C(CCC)N(CCCC)CCCC (tributylamine), Cl (hydrogen chloride), BrC1=CC=C(C#N)C=C1 (4-bromobenzonitrile), C(C=C)(=O)O (acrylic acid). The reagents and catalysts are C(C)(=O)[O-].[Pd+2].C(C)(=O)[O-] (palladium (II) acetate). The solvent is C(C)#N (acetonitrile). The product is C(#N)C1=CC=C(C=C1)/C=C/C(=O)O ((E)-3-(4-cyanophenyl)acrylic acid). Reaction SMILES: Br[C:2]1[CH:9]=[CH:8][C:5]([C:6]#[N:7])=[CH:4][CH:3]=1.[C:10]([OH:14])(=[O:13])[CH:11]=[CH2:12].C1(C)C=CC=CC=1P(C1C=CC=CC=1C)C1C=CC=CC=1C.C(N(CCCC)CCCC)CCC.Cl>C(#N)C.C([O-])(=O)C.[Pd+2].C([O-])(=O)C>[C:6]([C:5]1[CH:8]=[CH:9][C:2](/[CH:12]=[CH:11]/[C:10]([OH:14])=[O:13])=[CH:3][CH:4]=1)#[N:7] |f:6.7.8|. Procedure details: 3.64 g (20 mmol) of 4-bromobenzonitrile and 2.88 g (40 mmol) of acrylic acid were dissolved in 40 ml of acetonitrile. 49 mg (0.2 mmol) of palladium (II) acetate, 365 mg (1.2 mmol) of tri-o-tolylphosphine and 7.41 g (40 mmol) of tributylamine were added to the solution, and they were heated under reflux overnight. The reaction liquid was poured into 4 N aqueous hydrogen chloride solution. The precipitates thus formed were taken by the filtration, washed with 4 N aqueous hydrogen chloride solution...